From a dataset of the Open Reaction Database (ORD), a public repository of structured organic reaction records. describe an organic reaction: reactants, conditions, products, and yield Solvent: C1CCOC1 (THF). The reactants are C(C)(C)(C)OC(=O)N1N=CC2=CC(=CC=C12)NC(C(O)C1=CC(=CC=C1)Cl)=O (5-[2-(3-chloro-phenyl)-2-hydroxy-acetylamino]-indazole-1-carboxylic acid tert-butyl ester), N1=CC=CC=C1 (pyridine), resultant solution, CS(=O)(=O)Cl (methanesulfonyl chloride). Reaction SMILES: [C:1]([O:5][C:6]([N:8]1[C:16]2[C:11](=[CH:12][C:13]([NH:17][C:18](=[O:28])[CH:19]([C:21]3[CH:26]=[CH:25][CH:24]=[C:23]([Cl:27])[CH:22]=3)[OH:20])=[CH:14][CH:15]=2)[CH:10]=[N:9]1)=[O:7])([CH3:4])([CH3:3])[CH3:2].N1C=CC=CC=1.[CH3:35][S:36](Cl)(=[O:38])=[O:37]>C1COCC1>[C:1]([O:5][C:6]([N:8]1[C:16]2[C:11](=[CH:12][C:13]([NH:17][C:18](=[O:28])[CH:19]([C:21]3[CH:26]=[CH:25][CH:24]=[C:23]([Cl:27])[CH:22]=3)[O:20][S:36]([CH3:35])(=[O:38])=[O:37])=[CH:14][CH:15]=2)[CH:10]=[N:9]1)=[O:7])([CH3:4])([CH3:2])[CH3:3]. The yield is 99.9%. Reported procedure: 5-Amino-indazole-1-carboxylic acid tert-butyl ester was prepared following the procedure outlined by S. J. Brickner, WO9002744. 5-Amino-indazole-1-carboxylic acid tert-butyl ester was then coupled with 2-(3-chlorophenyl)-2-hydroxyacetic acid following the procedure as described in Example 1 to afford 5-[2-(3-chloro-phenyl)-2-hydroxy-acetylamino]-indazole-1-carboxylic acid tert-butyl ester. To a solution of 5-[2-(3-chloro-phenyl)-2-hydroxy-acetylamino]-indazole-1-carboxylic acid tert-butyl ester ... Product: C(C)(C)(C)OC(=O)N1N=CC2=CC(=CC=C12)NC(C(OS(=O)(=O)C)C1=CC(=CC=C1)Cl)=O (5-[2-(3-Chloro-phenyl)-2-methanesulfonyloxy-acetylamino]-indazole-1-carboxylic acid tert-butyl ester). Reactants: CN(C=NS(=O)(=O)C1=CC=2C(=C(N=CC2)OC(C)=O)S1)C (N,N-dimethyl-N'-(7-acetoxythieno[2,3-c]pyridine-2-sulfonyl)formamidine), Cl (hydrochloric acid). The solvent is [OH-].[Na+] (sodium hydroxide), O (water). Run at temperature 60 celsius. Yields the product S(N)(=O)(=O)C1=CC2=C(C(NC=C2)=O)S1 (2-Sulfamoylthieno[2,3-c]pyridin-7(6H)-one). Isolated yield 54.1%. As a reaction SMILES: CN(C)C=[N:4][S:5]([C:8]1[S:20][C:11]2=[C:12]([O:16]C(=O)C)[N:13]=[CH:14][CH:15]=[C:10]2[CH:9]=1)(=[O:7])=[O:6].Cl>[OH-].[Na+].O>[S:5]([C:8]1[S:20][C:11]2[C:12](=[O:16])[NH:13][CH:14]=[CH:15][C:10]=2[CH:9]=1)(=[O:6])(=[O:7])[NH2:4] |f:2.3|. Procedure details: An initial suspension of N,N-dimethyl-N'-(7-acetoxythieno[2,3-c]pyridine-2-sulfonyl)formamidine (2.0 g, 6.1 mmol) in 10 N sodium hydroxide (4 ml) diluted with water (15 ml) was warmed at 60° C. for 1 hour. This clear solution was cooled and acidified with concentrated hydrochloric acid to give a precipitate of product. This precipitate (1.2 g) was collected by filtration and dried in a vacuum oven. Recrystallization by dissolution in a minimum amount of hot dimethyl sulfoxide, followed by diluti...